From a dataset of the Open Reaction Database (ORD), a public repository of structured organic reaction records. describe an organic reaction: reactants, conditions, products, and yield The reactants are BrC=1C=C(C(=O)OC)C=C(C1Cl)Br (Methyl 3,5-dibromo-4-chlorobenzoate), CuCl2, C(C)(C)(C)ON=O (tert-butylnitrite), NC1=C(C=C(C(=O)OC)C=C1Br)Br (Methyl 4-amino-3,5-dibromobenzoate), N (ammonia). The solvent is CC#N (MeCN), CC#N (MeCN). Reaction conditions: time 10 minute. Product: BrC=1C=C(C=O)C=C(C1Cl)Br (3,5-Dibromo-4-chlorobenzaldehyde), solid. Yield: 84.0%. Reaction SMILES: [Br:1][C:2]1[CH:3]=[C:4]([CH:9]=[C:10]([Br:13])[C:11]=1[Cl:12])[C:5](OC)=[O:6].C(ON=O)(C)(C)C.NC1C(Br)=CC(C(OC)=O)=CC=1Br.N>CC#N>[Br:1][C:2]1[CH:3]=[C:4]([CH:9]=[C:10]([Br:13])[C:11]=1[Cl:12])[CH:5]=[O:6]. Procedure details: Methyl 3,5-dibromo-4-chlorobenzoate: CuCl2 (2.82 g, 21.0 mmol) in MeCN (30 mL) was stirred at 80° C. for 30 min. To this mixture tert-butylnitrite (2.7 mL, 23 mmol) was then added dropwise at same temperature and the mixture was stirred for another 10 min. Methyl 4-amino-3,5-dibromobenzoate (5.0 g, 16 mmol) in MeCN (30 mL) was added dropwise to the reaction mixture and then stirred at 80° C. for 30 min. The reaction mixture was brought to ambient temperature and an aqueous ammonia solution (20 m...